This data is from the Open Reaction Database (ORD), a public repository of structured organic reaction records. The task is: describe an organic reaction: reactants, conditions, products, and yield Starting materials: CCOC(=O)c1cn(CC)c2nc(N3CCN(Cc4ccccc4)CC3)ncc2c1=O, CCO. The product is CCOC(=O)c1cn(CC)c2nc(N3CCNCC3)ncc2c1=O. As a reaction SMILES: [CH2:1]([c:2]1[cH:3][cH:4][cH:5][cH:6][cH:7]1)[N:8]1[CH2:9][CH2:10][N:11]([c:14]2[n:15][cH:16][c:17]3[c:18]([n:19]2)[n:20]([CH2:30][CH3:31])[cH:21][c:22]([C:25](=[O:26])[O:27][CH2:28][CH3:29])[c:23]3=[O:24])[CH2:12][CH2:13]1.[CH3:32][CH2:33][OH:34]>>[NH:8]1[CH2:9][CH2:10][N:11]([c:14]2[n:15][cH:16][c:17]3[c:18]([n:19]2)[n:20]([CH2:30][CH3:31])[cH:21][c:22]([C:25](=[O:26])[O:27][CH2:28][CH3:29])[c:23]3=[O:24])[CH2:12][CH2:13]1.